Dataset: the Open Reaction Database (ORD), a public repository of structured organic reaction records. Task: describe an organic reaction: reactants, conditions, products, and yield Reactants: CCOC(C)=O, Cc1c([N+](=O)[O-])ccc2sc3ccccc3c12, CCO. The product is Cc1c(N)ccc2sc3ccccc3c12. Reaction SMILES: [CH3:18][CH2:19][O:20][C:21]([CH3:22])=[O:23].[CH3:1][c:2]1[c:3]([N+:15]([O-:16])=[O:17])[cH:4][cH:5][c:6]2[s:7][c:8]3[c:9]([c:10]12)[cH:11][cH:12][cH:13][cH:14]3.[CH3:24][CH2:25][OH:26]>>[CH3:1][c:2]1[c:3]([NH2:15])[cH:4][cH:5][c:6]2[s:7][c:8]3[c:9]([c:10]12)[cH:11][cH:12][cH:13][cH:14]3. The reactants are CC(C)(C1=CC=C(C(=O)OC)C=C1)OC=1C=C2C(=CCC2=CC1)C1=CC=CC=C1 (Methyl 4-(1,1-dimethyl-3-phenyl-1H-inden-5-yloxymethyl)benzoate), [OH-].[Na+] (NaOH). The solvent is O1CCCC1 (tetrahydrofuran), CO (methanol). Product: CC(C)(C1=CC=C(C(=O)O)C=C1)OC=1C=C2C(=CCC2=CC1)C1=CC=CC=C1 (4-[1,1-Dimethyl-3-phenyl-1H-inden-5-yloxymethyl)benzoic acid). Isolated yield 85.5%. RXN SMILES: [CH3:1][C:2]([O:14][C:15]1[CH:16]=[C:17]2[C:21](=[CH:22][CH:23]=1)[CH2:20][CH:19]=[C:18]2[C:24]1[CH:29]=[CH:28][CH:27]=[CH:26][CH:25]=1)([C:4]1[CH:13]=[CH:12][C:7]([C:8]([O:10]C)=[O:9])=[CH:6][CH:5]=1)[CH3:3].[OH-].[Na+]>O1CCCC1.CO>[CH3:3][C:2]([O:14][C:15]1[CH:16]=[C:17]2[C:21](=[CH:22][CH:23]=1)[CH2:20][CH:19]=[C:18]2[C:24]1[CH:29]=[CH:28][CH:27]=[CH:26][CH:25]=1)([C:4]1[CH:5]=[CH:6][C:7]([C:8]([OH:10])=[O:9])=[CH:12][CH:13]=1)[CH3:1] |f:1.2|. Procedure: Methyl 4-(1,1-dimethyl-3-phenyl-1H-inden-5-yloxymethyl)benzoate (300 mg, 0.78 mmol) and 3.9 mL of 2N NaOH in 5 mL of tetrahydrofuran and 5 mL of methanol were stirred at room temperature for 16 hours. The mixture was concentrated and acidified with 1N HCl (10 mL), extracted with ethyl acetate (20 mL×3). The combined extracts were washed with water (10 mL), dried over magnesium sulfate, and evaporated. The residue was crystallized from ether-hexane to give 247 mg (85% yield) of the title compound...